This data is from the Open Reaction Database (ORD), a public repository of structured organic reaction records. The task is: describe an organic reaction: reactants, conditions, products, and yield RXN SMILES: [Br:17][CH2:18][CH2:19][CH2:20][Cl:21].[CH3:24][N:25]([CH3:26])[CH:27]=[O:28].[Cl-:22].[H-:15].[NH4+:23].[Na+:16].[cH:1]1[cH:2][cH:3][cH:4][c:5]2[c:14]1[NH:13][c:12]1[c:7]([cH:8][cH:9][cH:10][cH:11]1)[O:6]2>>[cH:1]1[cH:2][cH:3][cH:4][c:5]2[c:14]1[N:13]([CH2:18][CH2:19][CH2:20][Cl:21])[c:12]1[c:7]([cH:8][cH:9][cH:10][cH:11]1)[O:6]2. Starting materials: ClCCCBr, CN(C)C=O, [Cl-], [H-], [NH4+], [Na+], c1ccc2c(c1)Nc1ccccc1O2. Product: ClCCCN1c2ccccc2Oc2ccccc21. Starting materials: [N+](=O)([O-])C1=CC=C(C(=O)OC(C(F)(F)F)CCCCCC)C=C1 (1,1,1-trifluoro-2-octyl p-nitrobenzoate). Reagents/catalysts: [Pd] (Pd-C). Run in C(C)O (ethanol). Run at time 8 hour. The product is NC1=CC=C(C(=O)OC(C(F)(F)F)CCCCCC)C=C1 (1,1,1-trifluoro-2-octyl p-aminobenzoate). RXN SMILES: [N+:1]([C:4]1[CH:23]=[CH:22][C:7]([C:8]([O:10][CH:11]([CH2:16][CH2:17][CH2:18][CH2:19][CH2:20][CH3:21])[C:12]([F:15])([F:14])[F:13])=[O:9])=[CH:6][CH:5]=1)([O-])=O>C(O)C.[Pd]>[NH2:1][C:4]1[CH:5]=[CH:6][C:7]([C:8]([O:10][CH:11]([CH2:16][CH2:17][CH2:18][CH2:19][CH2:20][CH3:21])[C:12]([F:13])([F:14])[F:15])=[O:9])=[CH:22][CH:23]=1. Reported procedure: The reaction liquid was poured into water, and extracted with methylene chloride, then, the organic layer was washed with a diluted hydrochloric acid and water in this order. The organic layer thus recovered was distilled under a reduced pressure to remove the solvent, and subjected to purification by a silica gel chromatography (n-hexane:ethyl acetate=10:2) to obtain 1.9 g of 1,1,1-trifluoro-2-octyl p-nitrobenzoate. The ester was dissolved in 30 ml of ethanol, to which 0.19 g of 5 % Pd-C cataly... The reactants are [Br-], COC(=O)c1ccnc(Cl)c1, CCOC(C)=O, FC1(F)CCC(C[Zn+])CC1, C1CCOC1. Yields the product COC(=O)c1ccnc(CC2CCC(F)(F)CC2)c1. As a reaction SMILES: [Br-:17].[CH3:1][O:2][C:3]([c:4]1[cH:5][c:6]([Cl:10])[n:7][cH:8][cH:9]1)=[O:11].[CH3:28][CH2:29][O:30][C:31](=[O:32])[CH3:33].[F:18][C:19]1([F:27])[CH2:20][CH2:21][CH:22]([CH2:25][Zn+:26])[CH2:23][CH2:24]1.[O:12]1[CH2:13][CH2:14][CH2:15][CH2:16]1>>[CH3:1][O:2][C:3]([c:4]1[cH:5][c:6]([CH2:25][CH:22]2[CH2:21][CH2:20][C:19]([F:18])([F:27])[CH2:24][CH2:23]2)[n:7][cH:8][cH:9]1)=[O:11]. Product: N1=C(C=CC=C1)SSCCC(C(=O)O)S(=O)(=O)O (4-(pyridin-2-yldisulfanyl)-2-sulfobutanoic acid). Run in CCOC(=O)C.CCCCCC (EtOAc Hexane), ClCCCl (DCE). As a reaction SMILES: [N:1]1[CH:6]=[CH:5][CH:4]=[CH:3][C:2]=1[S:7][S:8][CH2:9][CH2:10][CH2:11][C:12]([OH:14])=[O:13].N1C=CC=CC=1SSC1C=CC=CN=1.[S:29](Cl)(=[O:32])(=[O:31])[OH:30].[OH-].[Na+]>ClCCCl.CCOC(C)=O.CCCCCC>[N:1]1[CH:6]=[CH:5][CH:4]=[CH:3][C:2]=1[S:7][S:8][CH2:9][CH2:10][CH:11]([S:29]([OH:32])(=[O:31])=[O:30])[C:12]([OH:14])=[O:13] |f:3.4,6.7|. Reported procedure: To a solution of 4-(pyridin-2-yldisulfanyl)butanoic acid (725 mg, 3.16 mmol) and 1,2-di(pyridin-2-yl)disulfane (700 mg, 3.18 mmol) in 15 ml of DCE (1,2-dichloroethane) at 75° C. was added chlorosulfuric acid (300 μL, 4.51 mmol). After stirring for 20 min at 75° C., another portion of chlorosulfuric acid (300 μL, 4.51 mmol) was added. The mixture was allowed to stir at 75° C. for 20 min, then another portion of chlorosulfuric acid (200 μL, 3.0 mmol) was added. Again 25 min later, the final portio... Reaction conditions: temperature 75 celsius, time 20 minute. Starting materials: N1=C(C=CC=C1)SSCCCC(=O)O (4-(pyridin-2-yldisulfanyl)butanoic acid), N1=C(C=CC=C1)SSC1=NC=CC=C1 (1,2-di(pyridin-2-yl)disulfane), S(O)(=O)(=O)Cl (chlorosulfuric acid), [OH-].[Na+] (NaOH), S(O)(=O)(=O)Cl (chlorosulfuric acid), S(O)(=O)(=O)Cl (chlorosulfuric acid), S(O)(=O)(=O)Cl (chlorosulfuric acid). Isolated yield 30.2%.